Dataset: the Open Reaction Database (ORD), a public repository of structured organic reaction records. Task: describe an organic reaction: reactants, conditions, products, and yield The reactants are B, C1CCOC1, CC(c1ccccc1)N1CC(C)(C(=O)OC(C)(C)C)C(O)C1=O. Yields the product CC(c1ccccc1)N1CC(O)C(C)(C(=O)OC(C)(C)C)C1. Reaction SMILES: [BH3:24].[O:25]1[CH2:26][CH2:27][CH2:28][CH2:29]1.[OH:1][CH:2]1[C:3]([C:16](=[O:17])[O:18][C:19]([CH3:20])([CH3:21])[CH3:22])([CH3:23])[CH2:4][N:5]([CH:8]([CH3:9])[c:10]2[cH:11][cH:12][cH:13][cH:14][cH:15]2)[C:6]1=[O:7]>>[OH:1][CH:2]1[C:3]([C:16](=[O:17])[O:18][C:19]([CH3:20])([CH3:21])[CH3:22])([CH3:23])[CH2:4][N:5]([CH:8]([CH3:9])[c:10]2[cH:11][cH:12][cH:13][cH:14][cH:15]2)[CH2:6]1. The reactants are N1(CCNCC1)CCO (1-piperazineethanol), O1C(=CC=C1)C=CC(=O)O (3-(2-furyl)acrylic acid), S(=O)(Cl)Cl (thionyl chloride), [H-].[Al+3].[Li+].[H-].[H-].[H-] (lithium aluminium hydride). Run in C1(=CC=CC=C1)C (toluene), N1=CC=CC=C1 (pyridine), C1(=CC=CC=C1)C (toluene), O (water), C1(=CC=CC=C1)C (toluene), O1CCCC1 (tetrahydrofuran). Product: OCCN1CCN(CC1)CC=CC=1OC=CC1 (1-(2-hydroxyethyl)-4-[3-(2-furyl)-2-propenyl]-piperazine), dimaleate. RXN SMILES: [O:1]1[CH:5]=[CH:4][CH:3]=[C:2]1[CH:6]=[CH:7][C:8](O)=O.S(Cl)(Cl)=O.[N:15]1([CH2:21][CH2:22][OH:23])[CH2:20][CH2:19][NH:18][CH2:17][CH2:16]1.[H-].[Al+3].[Li+].[H-].[H-].[H-]>C1(C)C=CC=CC=1.N1C=CC=CC=1.O1CCCC1.O>[OH:23][CH2:22][CH2:21][N:15]1[CH2:20][CH2:19][N:18]([CH2:8][CH:7]=[CH:6][C:2]2[O:1][CH:5]=[CH:4][CH:3]=2)[CH2:17][CH2:16]1 |f:3.4.5.6.7.8|. Procedure details: 5.0 g (0.036 mol) 3-(2-furyl)acrylic acid was suspended in 100 ml toluene, followed by addition of 7.9 ml (0.108 mol) thionyl chloride. The mixture was refluxed for 1 h, cooled, evaporated and the residue stripped twice with toluene. The resulting acylchloride was redissolved in 25 ml toluene and added dropwise to a solution of 4.7 g (0.036 mol) 1-piperazineethanol in 25 ml toluene and 25 ml pyridine. The reaction mixture was stirred at reflux temperature for 1 h, then cooled, diluted with tolue...